From a dataset of the Open Reaction Database (ORD), a public repository of structured organic reaction records. describe an organic reaction: reactants, conditions, products, and yield Starting materials: ice, OC(C(=O)OC)C1=C(C2=C(C(N1C)=O)NC=C2)C2=CC=C(C=C2)C (methyl 2-hydroxy-2-(6-methyl-7-oxo-4-(p-tolyl)-6,7-dihydro-1H-pyrrolo[2,3-c]pyridin-5-yl)acetate), C(C)(=O)OC(C)(C)C (tert-butyl acetate), Cl(=O)(=O)(=O)O (perchloric acid). Reaction conditions: time 2 day. Product: C(C)(C)(C)OC(C(=O)OC)C1=C(C2=C(C(N1C)=O)NC=C2)C2=CC=C(C=C2)C (methyl 2-(tert-butoxy)-2-(6-methyl-7-oxo-4-(p-tolyl)-6,7-dihydro-1H-pyrrolo[2,3-c]pyridin-5-yl)acetate). Isolated yield 64.8%. RXN SMILES: [OH:1][CH:2]([C:7]1[N:12]([CH3:13])[C:11](=[O:14])[C:10]2[NH:15][CH:16]=[CH:17][C:9]=2[C:8]=1[C:18]1[CH:23]=[CH:22][C:21]([CH3:24])=[CH:20][CH:19]=1)[C:3]([O:5][CH3:6])=[O:4].C(O[C:29]([CH3:32])([CH3:31])[CH3:30])(=O)C.Cl(O)(=O)(=O)=O>>[C:29]([O:1][CH:2]([C:7]1[N:12]([CH3:13])[C:11](=[O:14])[C:10]2[NH:15][CH:16]=[CH:17][C:9]=2[C:8]=1[C:18]1[CH:19]=[CH:20][C:21]([CH3:24])=[CH:22][CH:23]=1)[C:3]([O:5][CH3:6])=[O:4])([CH3:32])([CH3:31])[CH3:30]. Procedure: An ice cold solution of methyl 2-hydroxy-2-(6-methyl-7-oxo-4-(p-tolyl)-6,7-dihydro-1H-pyrrolo[2,3-c]pyridin-5-yl)acetate (142 mg, 0.435 mmol) in tert-butyl acetate (2.94 mL, 21.76 mmol) was treated with perchloric acid (0.075 mL, 0.870 mmol), and then kept in the refrigerator without stirring for 2 days. The reaction was quenched with sat. NaHCO3 at 0° C., extracted with EtOAc, washed with Brine, dried with Na2SO4, filtered, and concentrated. Purification with column chromatography (0-100% EtOAc... The reactants are C(C)OC(=O)C1=NC(=CC(=C1)C1=CC(=CC(=C1)F)F)C (4-(3,5-Difluorophenyl)-6-methyl-pyridine-2-carboxylic acid ethyl ester), NC=1SC=C(N1)C#N (2-Amino-4-thiazolecarbonitrile). Yields the product C(#N)C=1N=C(SC1)NC(=O)C1=NC(=CC(=C1)C1=CC(=CC(=C1)F)F)C (4-(3,5-Difluorophenyl)-6-methyl-pyridine-2-carboxylic acid (4-cyano-thiazol-2-yl)-amide). RXN SMILES: C(O[C:4]([C:6]1[CH:11]=[C:10]([C:12]2[CH:17]=[C:16]([F:18])[CH:15]=[C:14]([F:19])[CH:13]=2)[CH:9]=[C:8]([CH3:20])[N:7]=1)=[O:5])C.[NH2:21][C:22]1[S:23][CH:24]=[C:25]([C:27]#[N:28])[N:26]=1>>[C:27]([C:25]1[N:26]=[C:22]([NH:21][C:4]([C:6]2[CH:11]=[C:10]([C:12]3[CH:13]=[C:14]([F:19])[CH:15]=[C:16]([F:18])[CH:17]=3)[CH:9]=[C:8]([CH3:20])[N:7]=2)=[O:5])[S:23][CH:24]=1)#[N:28]. Procedure details: The title compound, was prepared from 4-(3,5-Difluorophenyl)-6-methyl-pyridine-2-carboxylic acid ethyl ester in accordance with the general method of example 26, step 6 using 2-Amino-4-thiazolecarbonitrile instead of 3-chloroaniline to yield the final compound as a off-white solid, MS (ISP): m/e=356.9 (M+H)+. Reaction SMILES: [CH3:1][O:2][C:3]([CH:4]([CH2:5][CH:6]1[CH2:7][CH2:8][CH2:9][CH2:10]1)[c:11]1[cH:12][cH:13][c:14]([Br:17])[cH:15][cH:16]1)=[O:18].[CH3:24][N:25]([CH3:26])[CH:27]=[O:28].[Cu:19][C:20]#[N:21].[NH4+:22].[OH-:23].[OH2:29]>>[CH3:1][O:2][C:3]([CH:4]([CH2:5][CH:6]1[CH2:7][CH2:8][CH2:9][CH2:10]1)[c:11]1[cH:12][cH:13][c:14]([C:20]#[N:21])[cH:15][cH:16]1)=[O:18]. The reactants are COC(=O)C(CC1CCCC1)c1ccc(Br)cc1, CN(C)C=O, N#C[Cu], [NH4+], [OH-], O. The product is COC(=O)C(CC1CCCC1)c1ccc(C#N)cc1. Starting materials: O=C1O[C@H]2CC[C@@H]([C@@H]1C2)C(=O)OC(C)(C)C (tert-butyl(1S,2S,5S)-7-oxo-6-oxabicyclo[3.2.1]octane-2-carboxylate), C[O-].[Na+] (sodium methoxide), Cl (HCl). Run in CO (methanol), CO (methanol). Conditions: time 2 hour. The product is O[C@@H]1C[C@@H]([C@H](CC1)C(=O)OC(C)(C)C)C(=O)OC (1-tert-butyl 2-methyl(1S,2S,4S)-4-hydroxycyclohexane-1,2-dicarboxylate). The yield is 88.4%. RXN SMILES: [O:1]=[C:2]1[C@H:8]2[CH2:9][C@H:4]([CH2:5][CH2:6][C@@H:7]2[C:10]([O:12][C:13]([CH3:16])([CH3:15])[CH3:14])=[O:11])[O:3]1.[CH3:17][O-:18].[Na+].Cl>CO>[OH:3][C@H:4]1[CH2:5][CH2:6][C@H:7]([C:10]([O:12][C:13]([CH3:16])([CH3:15])[CH3:14])=[O:11])[C@@H:8]([C:2]([O:18][CH3:17])=[O:1])[CH2:9]1 |f:1.2|. Procedure: tert-butyl(1S,2S,5S)-7-oxo-6-oxabicyclo[3.2.1]octane-2-carboxylate (5.65 g, 25.0 mmol) was suspended in methanol (20 mL). To that suspension was added a 25 wt % solution of sodium methoxide in methanol (52 mL) and the reaction mixture was stirred at rt for 2 h. Then it was cooled into an ice-water bath and neutralized with a 4 M HCl solution to pH 6. After removing the volatiles, brine was added (50 mL) and the solution was extracted with ethyl acetate (3×40 mL). The combined organic layers were... The reactants are Br, O=C([O-])O, CC(=O)O, [N-]=[N+]=CC(=O)Cc1ccc(I)cc1, [Na+]. The product is O=C(CBr)Cc1ccc(I)cc1. As a reaction SMILES: [BrH:14].[C:15](=[O:16])([OH:17])[O-:18].[CH3:20][C:21](=[O:22])[OH:23].[N+:1](=[N-:2])=[CH:3][C:4]([CH2:5][c:6]1[cH:7][cH:8][c:9]([I:12])[cH:10][cH:11]1)=[O:13].[Na+:19]>>[CH2:3]([C:4]([CH2:5][c:6]1[cH:7][cH:8][c:9]([I:12])[cH:10][cH:11]1)=[O:13])[Br:14]. The reactants are Clc1cccc(CBr)c1I, CCO, N#C[K], O. Yields the product N#CCc1cccc(Cl)c1I. RXN SMILES: [Br:1][CH2:2][c:3]1[c:4]([I:10])[c:5]([Cl:9])[cH:6][cH:7][cH:8]1.[CH3:14][CH2:15][OH:16].[K:11][C:12]#[N:13].[OH2:17]>>[CH2:2]([c:3]1[c:4]([I:10])[c:5]([Cl:9])[cH:6][cH:7][cH:8]1)[C:12]#[N:13]. Starting materials: ClCCl, Cc1ccc(C(=O)O)cc1-n1ccc2ccc(OCCN3CCCCC3)cc2c1=O, CCOC(C)=O, O=C(Cl)C(=O)Cl, Nc1ccon1, CN(C)C=O, c1ccncc1. Yields the product Cc1ccc(C(=O)Nc2ccon2)cc1-n1ccc2ccc(OCCN3CCCCC3)cc2c1=O. As a reaction SMILES: [CH2:48]([Cl:49])[Cl:50].[CH3:1][c:2]1[c:3](-[n:11]2[c:12](=[O:30])[c:13]3[cH:14][c:15]([O:21][CH2:22][CH2:23][N:24]4[CH2:25][CH2:26][CH2:27][CH2:28][CH2:29]4)[cH:16][cH:17][c:18]3[cH:19][cH:20]2)[cH:4][c:5]([C:6](=[O:7])[OH:8])[cH:9][cH:10]1.[CH3:51][CH2:52][O:53][C:54](=[O:55])[CH3:56].[Cl:36][C:37]([C:38]([Cl:39])=[O:40])=[O:41].[NH2:42][c:43]1[n:44][o:45][cH:46][cH:47]1.[O:31]=[CH:32][N:33]([CH3:34])[CH3:35].[cH:57]1[cH:58][cH:59][n:60][cH:61][cH:62]1>>[CH3:1][c:2]1[c:3](-[n:11]2[c:12](=[O:30])[c:13]3[cH:14][c:15]([O:21][CH2:22][CH2:23][N:24]4[CH2:25][CH2:26][CH2:27][CH2:28][CH2:29]4)[cH:16][cH:17][c:18]3[cH:19][cH:20]2)[cH:4][c:5]([C:6](=[O:7])[NH:42][c:43]2[n:44][o:45][cH:46][cH:47]2)[cH:9][cH:10]1.